This data is from the Open Reaction Database (ORD), a public repository of structured organic reaction records. The task is: describe an organic reaction: reactants, conditions, products, and yield Reactants: C(Br)(Br)(Br)Br (carbon tetrabromide), FC=1C=C(C=CC1)[C@@H](O)[C@H]1CN(CCO1)CC1=CC=CC=C1 ((R)-[3-fluorophenyl][(2R)-4-benzylmorpholin-2-yl]methanol), FC=1C=C(C=CC1)[C@H](O)[C@@H]1CN(CCO1)CC1=CC=CC=C1 ((S)-[3-fluorophenyl][(2S)-4-benzylmorpholin-2-yl]methanol), C1(=CC=CC=C1)P(C1=CC=CC=C1)C1=CC=CC=C1 (triphenylphosphine). The solvent is ClCCl (dichloromethane), ClCCl (dichloromethane). Run at time 30 minute. The product is Br[C@H]([C@H]1CN(CCO1)CC1=CC=CC=C1)C1=CC(=CC=C1)F ((2R)-2-[(S)-bromo(3-fluorophenyl)methyl]-4-benzylmorpholine), Br[C@@H]([C@@H]1CN(CCO1)CC1=CC=CC=C1)C1=CC(=CC=C1)F ((2S)-2-[(R)-bromo(3-fluorophenyl)methyl]-4-benzylmorpholine). Isolated yield 34.0%. RXN SMILES: C(Br)(Br)(Br)[Br:2].[F:6][C:7]1[CH:8]=[C:9]([C@H:13]([C@@H:15]2[O:20][CH2:19][CH2:18][N:17]([CH2:21][C:22]3[CH:27]=[CH:26][CH:25]=[CH:24][CH:23]=3)[CH2:16]2)O)[CH:10]=[CH:11][CH:12]=1.[F:28][C:29]1[CH:30]=[C:31]([C@@H:35]([C@H:37]2[O:42][CH2:41][CH2:40][N:39]([CH2:43][C:44]3[CH:49]=[CH:48][CH:47]=[CH:46][CH:45]=3)[CH2:38]2)O)[CH:32]=[CH:33][CH:34]=1.C1(P(C2C=CC=CC=2)C2C=CC=CC=2)C=CC=CC=1>ClCCl>[Br:2][C@@H:13]([C:9]1[CH:10]=[CH:11][CH:12]=[C:7]([F:6])[CH:8]=1)[C@@H:15]1[O:20][CH2:19][CH2:18][N:17]([CH2:21][C:22]2[CH:27]=[CH:26][CH:25]=[CH:24][CH:23]=2)[CH2:16]1.[Br:2][C@H:35]([C:31]1[CH:32]=[CH:33][CH:34]=[C:29]([F:28])[CH:30]=1)[C@H:37]1[O:42][CH2:41][CH2:40][N:39]([CH2:43][C:44]2[CH:49]=[CH:48][CH:47]=[CH:46][CH:45]=2)[CH2:38]1. Procedure details: A solution of carbon tetrabromide (3.3 g, 9.96 mmol) in dichloromethane (4 ml) was added dropwise over 5 min to a stirred solution of (R)-[3-fluorophenyl][(2R)-4-benzylmorpholin-2-yl]methanol and (S)-[3-fluorophenyl][(2S)-4-benzylmorpholin-2-yl]methanol (2.0 g, 6.64 mmol) and triphenylphosphine (2.61 g, 9.96 mmol) in dichloromethane (40 ml) at room temperature under nitrogen. After 30 min, the reaction solution was washed with saturated aqueous sodium bicarbonate (50 ml). The dichloromethane lay... Reactants: CC1=NC=2N(C(=C1)C)N=C(N2)S (5,7-dimethyl-[1,2,4]-triazolo[1,5-a]pyrimidine-2-thiol), FC1=CC=C(OCCBr)C=C1 (4-fluorophenoxy-ethylbromide). The product is FC1=CC=C(OCCSC2=NN3C(N=C(C=C3C)C)=N2)C=C1 (2-{[2-(4-fluorophenoxy)ethyl]sulfanyl}-5,7-dimethyl-[1,2,4]triazolo[1,5-a]pyrimidine). Isolated yield 57.0%. RXN SMILES: [CH3:1][C:2]1[CH:7]=[C:6]([CH3:8])[N:5]2[N:9]=[C:10]([SH:12])[N:11]=[C:4]2[N:3]=1.[F:13][C:14]1[CH:23]=[CH:22][C:17]([O:18][CH2:19][CH2:20]Br)=[CH:16][CH:15]=1>>[F:13][C:14]1[CH:23]=[CH:22][C:17]([O:18][CH2:19][CH2:20][S:12][C:10]2[N:11]=[C:4]3[N:3]=[C:2]([CH3:1])[CH:7]=[C:6]([CH3:8])[N:5]3[N:9]=2)=[CH:16][CH:15]=1. Procedure: The title compound was prepared according to the experimentals described for Example 1 above from 5,7-dimethyl-[1,2,4]-triazolo[1,5-a]pyrimidine-2-thiol and 4-fluorophenoxy-ethylbromide in 57% yield; EM (calc.): 318.1; MS (ESI) m/e: 319.1 (M+H)+. NMR (DMSO-d6, 400 MHz) δ ppm: 7.11 (m, 3H), 7.00 (m, 2H), 4.31 (t, 2H), 3.59 (t, 2H), 2.67 (s, 3H), 2.55 (s, 3H). The reactants are ClC=1SC2=C(N1)C=CC(=C2)[N+](=O)[O-] (2-chloro-6-nitrobenzothiazole), N1(CCOCC1)CCN (2-morpholin-4-yl-ethylamine). Solvent: O (water). Conditions: temperature 65 celsius. The product is N1(CCOCC1)CCNC=1SC2=C(N1)C=CC(=C2)[N+](=O)[O-] ((2-Morpholin-4-yl-ethyl)-(6-nitro-benzothiazol-2-yl)-amine). Yield: 26.2%. As a reaction SMILES: Cl[C:2]1[S:3][C:4]2[CH:10]=[C:9]([N+:11]([O-:13])=[O:12])[CH:8]=[CH:7][C:5]=2[N:6]=1.[N:14]1([CH2:20][CH2:21][NH2:22])[CH2:19][CH2:18][O:17][CH2:16][CH2:15]1>O>[N:14]1([CH2:20][CH2:21][NH:22][C:2]2[S:3][C:4]3[CH:10]=[C:9]([N+:11]([O-:13])=[O:12])[CH:8]=[CH:7][C:5]=3[N:6]=2)[CH2:19][CH2:18][O:17][CH2:16][CH2:15]1. Reported procedure: To a mixture of 2-chloro-6-nitrobenzothiazole (1.00 g, 4.66 mmol) in water (9.0 mL) was added 2-morpholin-4-yl-ethylamine (2.45 mL, 18.6 mmol). The dark reaction mixture was stirred under argon and refluxed for 4.5 hours at which time the reaction became red-brown in colour. The mixture was then cooled to 65° C. and stirred an additional 17.75 hours. The precipitate was then collected by suction filtration after cooling to room temperature giving a yellow solid (377 mg, 26%). 1H NMR (DMSO-d6) δ:... Run at time 30 minute. Product: CN(C(=O)[C@H]1N(CC(C1)(F)F)C(=O)OC(C)(C)C)C (tert-butyl(2S)-2-[(dimethylamino)carbonyl]-4,4-difluoropyrrolidin-1-carboxylate). As a reaction SMILES: [C:1]([O:5][C:6]([N:8]1[CH2:15][C:14]([F:17])([F:16])[CH2:13][C@H:9]1[C:10](O)=[O:11])=[O:7])([CH3:4])([CH3:3])[CH3:2].O.ON1C2C=CC=CC=2N=N1.Cl.[CH2:30]([N:32]=[C:33]=NCCCN(C)C)C.CNC.C(=O)([O-])[O-].[K+].[K+]>C(OCC)(=O)C.CCCCCC.C(Cl)(Cl)Cl.O1CCCC1>[CH3:30][N:32]([CH3:33])[C:10]([C@@H:9]1[CH2:13][C:14]([F:17])([F:16])[CH2:15][N:8]1[C:6]([O:5][C:1]([CH3:4])([CH3:3])[CH3:2])=[O:7])=[O:11] |f:1.2,3.4,6.7.8,9.10|. Yield: 90.7%. Reactants: C(C)(C)(C)OC(=O)N1[C@H](C(=O)O)CC(C1)(F)F (1-(tert-butoxycarbonyl)-4,4-difluoro-L-proline), O.ON1N=NC2=C1C=CC=C2 (1-hydroxybenzotriazole monohydrate), CNC (dimethylamine), C([O-])([O-])=O.[K+].[K+] (potassium carbonate), Cl.C(C)N=C=NCCCN(C)C (1-ethyl-3-(3-dimethylaminopropyl)carbodiimide hydrochloride). Run in O1CCCC1 (tetrahydrofuran), C(Cl)(Cl)Cl (chloroform), C(C)(=O)OCC.CCCCCC (ethyl acetate n-hexane). Procedure details: A 40 mL tetrahydrofuran solution of 4.00 g of the compound obtained in step 3-3 and 3.23 g of 1-hydroxybenzotriazole monohydrate was stirred for 30 minutes under ice cooling. 3.66 g of 1-ethyl-3-(3-dimethylaminopropyl)carbodiimide hydrochloride was then added, and the reaction mixture was stirred for 30 minutes at the same temperature. 2.15 g of a 50% dimethylamine aqueous solution was added to the reaction solution, after which the reaction mixture was stirred for 1 hour at room temperature. 60... The reactants are [Li]CCCC, [H-], CI, [Na+], C1CCOC1, CCOC(=O)C1CCCCC1=O. The product is CCOC(=O)C1CCCC(C)C1=O. RXN SMILES: [CH2:15]([Li:16])[CH2:17][CH2:18][CH3:19].[H-:1].[I:20][CH3:21].[Na+:2].[O:22]1[CH2:23][CH2:24][CH2:25][CH2:26]1.[O:3]=[C:4]1[CH:5]([C:10](=[O:11])[O:12][CH2:13][CH3:14])[CH2:6][CH2:7][CH2:8][CH2:9]1>>[O:3]=[C:4]1[CH:5]([C:10](=[O:11])[O:12][CH2:13][CH3:14])[CH2:6][CH2:7][CH2:8][CH:9]1[CH3:15].